From a dataset of the Open Reaction Database (ORD), a public repository of structured organic reaction records. describe an organic reaction: reactants, conditions, products, and yield Starting materials: S(O)(O)(=O)=O (sulfuric acid), O (water), C(C)O (Ethanol), [H-].[Na+] (sodium hydride), C1(CCC1)C(C)=O (1-cyclobutylethanone), C(C(=O)OCC)(=O)OCC (diethyl oxalate). Reaction conditions: time 8 hour. Yields the product C(C)OC(C(C=C(O)C1CCC1)=O)=O (Ethyl-4-cyclobutyl-4-hydroxy-2-oxobut-3-enoate). Reaction SMILES: C(O)C.[H-].[Na+].[CH:6]1([C:10](=[O:12])[CH3:11])[CH2:9][CH2:8][CH2:7]1.[C:13](OCC)(=[O:19])[C:14]([O:16][CH2:17][CH3:18])=[O:15].S(=O)(=O)(O)O.O>>[CH2:17]([O:16][C:14](=[O:15])[C:13](=[O:19])[CH:11]=[C:10]([CH:6]1[CH2:9][CH2:8][CH2:7]1)[OH:12])[CH3:18] |f:1.2|. Procedure: Ethanol (4.39 mL, 75.2 mmol) was added dropwise to a suspension of sodium hydride (0.607 g, 15.2 mmol, 60% in mineral oil) in a flask that was held in an ice bath. Ten minutes after complete addition, a mixture of 1-cyclobutylethanone (1.5 mL, 14 mmol, Aldrich) and diethyl oxalate (2.01 g, 13.8 mmol, Aldrich) was added dropwise. After stirring overnight, 4.0M sulfuric acid in water (0.00759 L, 30.4 mmol) was added. The product was extracted into diethyl ether. The combined organic extracts were ... Starting materials: COC(=O)C(Br)Cc1ccccc1, CC(C)(C)OC(=O)CC(=O)OC(C)(C)C, [H-], [Na+], C1CCOC1. Product: COC(=O)C(Cc1ccccc1)C(C(=O)OC(C)(C)C)C(=O)OC(C)(C)C. RXN SMILES: [Br:18][CH:19]([C:20](=[O:21])[O:22][CH3:23])[CH2:24][c:25]1[cH:26][cH:27][cH:28][cH:29][cH:30]1.[C:1]([CH2:2][C:3](=[O:4])[O:5][C:6]([CH3:7])([CH3:8])[CH3:9])(=[O:10])[O:11][C:12]([CH3:13])([CH3:14])[CH3:15].[H-:16].[Na+:17].[O:31]1[CH2:32][CH2:33][CH2:34][CH2:35]1>>[C:1]([CH:2]([C:3](=[O:4])[O:5][C:6]([CH3:7])([CH3:8])[CH3:9])[CH:19]([C:20](=[O:21])[O:22][CH3:23])[CH2:24][c:25]1[cH:26][cH:27][cH:28][cH:29][cH:30]1)(=[O:10])[O:11][C:12]([CH3:13])([CH3:14])[CH3:15]. The reactants are C(#N)C=1N=CC=C2C1OC(=C(C2=O)C2=CC=C(C=C2)C2(CCC2)NC(OC(C)(C)C)=O)C2=CC=CC=C2 (tert-butyl 1-(4-(8-cyano-4-oxo-2-phenyl-4H-pyrano[2,3-c]pyridin-3-yl)phenyl)cyclobutylcarbamate), Cl (HCl). The solvent is C(Cl)Cl (DCM), O1CCOCC1 (1,4-dioxane). Conditions: time 8 hour. The product is Cl.NC1(CCC1)C1=CC=C(C=C1)C=1C(C=2C(=C(N=CC2)C#N)OC1C1=CC=CC=C1)=O (3-(4-(1-aminocyclobutyl)phenyl)-4-oxo-2-phenyl-4H-pyrano[2,3-c]pyridine-8-carbonitrile hydrochloride). Yield: 71.0%. As a reaction SMILES: [C:1]([C:3]1[N:4]=[CH:5][CH:6]=[C:7]2[C:12](=[O:13])[C:11]([C:14]3[CH:19]=[CH:18][C:17]([C:20]4([NH:24]C(=O)OC(C)(C)C)[CH2:23][CH2:22][CH2:21]4)=[CH:16][CH:15]=3)=[C:10]([C:32]3[CH:37]=[CH:36][CH:35]=[CH:34][CH:33]=3)[O:9][C:8]=12)#[N:2].[ClH:38]>C(Cl)Cl.O1CCOCC1>[ClH:38].[NH2:24][C:20]1([C:17]2[CH:16]=[CH:15][C:14]([C:11]3[C:12](=[O:13])[C:7]4[C:8]([O:9][C:10]=3[C:32]3[CH:33]=[CH:34][CH:35]=[CH:36][CH:37]=3)=[C:3]([C:1]#[N:2])[N:4]=[CH:5][CH:6]=4)=[CH:19][CH:18]=2)[CH2:23][CH2:22][CH2:21]1 |f:4.5|. Procedure: To a solution of tert-butyl 1-(4-(8-cyano-4-oxo-2-phenyl-4H-pyrano[2,3-c]pyridin-3-yl)phenyl)cyclobutylcarbamate (10 mg, 0.020 mmol) in DCM (2 mL) was added 4M HCl in 1,4-dioxane (1.0 ml). The reaction mixture was stirred at RT for overnight. The solvent was evaporated and the crude product was washed several times with DCM and acetonitrile (3×1 ml). The product was dried to give the title compound as the HCl salt (5 mg, 71%). 1H NMR (500 MHz, CD3OD): δ 8.55 (d, 1H), 8.15 (d, 1H), 7.48-7.18 (m, ... Starting materials: amine, NCCCC[C@@H](CO)N(S(=O)(=O)C1=CC(=C(C=C1)F)N)CC(C)C ((1S)-N-(5-amino-1-hydroxymethyl-pentyl)-N-isobutyl-3-amino-4-fluoro-benzenesulfonamide), C(C)(C)(C)OC(=O)N[C@H](C(=O)O)C(C1=CC=CC=C1)C1=CC=CC=C1 ((2S)-2-tert-butoxycarbonylamino-3,3-diphenyl-propionic acid). Yields the product C(C)(C)(C)OC(N[C@@H](C(C1=CC=CC=C1)C1=CC=CC=C1)C(NCCCC[C@@H](CO)N(CC(C)C)S(=O)(=O)C1=CC(=C(C=C1)F)N)=O)=O ((1S,5S)-(1-{5-[(3-Amino-4-fluoro-benzenesulfonyl)-isobutyl-amino]-6-hydroxy-hexylcarbamoyl}-2,2-diphenyl-ethyl)-carbamic Acid tert-Butyl Ester). The yield is 46.0%. Reaction SMILES: [NH2:1][CH2:2][CH2:3][CH2:4][CH2:5][C@H:6]([N:9]([CH2:21][CH:22]([CH3:24])[CH3:23])[S:10]([C:13]1[CH:18]=[CH:17][C:16]([F:19])=[C:15]([NH2:20])[CH:14]=1)(=[O:12])=[O:11])[CH2:7][OH:8].[C:25]([O:29][C:30]([NH:32][C@@H:33]([CH:37]([C:44]1[CH:49]=[CH:48][CH:47]=[CH:46][CH:45]=1)[C:38]1[CH:43]=[CH:42][CH:41]=[CH:40][CH:39]=1)[C:34](O)=[O:35])=[O:31])([CH3:28])([CH3:27])[CH3:26]>>[C:25]([O:29][C:30](=[O:31])[NH:32][C@H:33]([C:34](=[O:35])[NH:1][CH2:2][CH2:3][CH2:4][CH2:5][C@H:6]([N:9]([S:10]([C:13]1[CH:18]=[CH:17][C:16]([F:19])=[C:15]([NH2:20])[CH:14]=1)(=[O:12])=[O:11])[CH2:21][CH:22]([CH3:24])[CH3:23])[CH2:7][OH:8])[CH:37]([C:44]1[CH:45]=[CH:46][CH:47]=[CH:48][CH:49]=1)[C:38]1[CH:39]=[CH:40][CH:41]=[CH:42][CH:43]=1)([CH3:26])([CH3:28])[CH3:27]. Procedure: The title compound was prepared from the crude amine mixture of (1S)-N-(5-amino-1-hydroxymethyl-pentyl)-N-isobutyl-3-amino-4-fluoro-benzenesulfonamide which is described earlier (example 53, step C) and (2S)-2-tert-butoxycarbonylamino-3,3-diphenyl-propionic acid using general procedure A. The crude residue was purified by semi-preparative HPLC in several batches of 80 mg using a gradient of 50 to 80% of acetonitrile over 30 min and a flow rate of 15 mL/min, retention time=20.2 min. All the pure ... The reactants are OCC=1C(=NN2C1C=CC=C2)C(C)(C)O (2-(3-hydroxymethyl-pyrazolo[1,5-a]pyridin-2-yl)-propan-2-ol). Reagents/catalysts: [O-2].[Mn+4].[O-2] (manganese (IV) oxide). Run in O1CCCC1 (tetrahydrofuran). Run at temperature 65 celsius. Product: OC(C)(C)C1=NN2C(C=CC=C2)=C1C=O (2-(1-hydroxy-1-methyl-ethyl)-pyrazolo[1,5-a]pyridine-3-carbaldehyde). Yield: 66.7%. RXN SMILES: [OH:1][CH2:2][C:3]1[C:4]([C:12]([OH:15])([CH3:14])[CH3:13])=[N:5][N:6]2[CH:11]=[CH:10][CH:9]=[CH:8][C:7]=12>O1CCCC1.[O-2].[Mn+4].[O-2]>[OH:15][C:12]([C:4]1[C:3]([CH:2]=[O:1])=[C:7]2[CH:8]=[CH:9][CH:10]=[CH:11][N:6]2[N:5]=1)([CH3:13])[CH3:14] |f:2.3.4|. Procedure: To a solution of 2-(3-hydroxymethyl-pyrazolo[1,5-a]pyridin-2-yl)-propan-2-ol (1.8 g, 7.42 mmol) in tetrahydrofuran (60 mL) under nitrogen atmosphere was added manganese (IV) oxide (5.22 g, 60 mmol) and the mixture was heated to 65° C. for 40 h. The mixture was filtered through a Celite pad, which was washed with excess dichloromethane. The filtrates were combined and concentrated in vacuo and the residue was purified via silica gel column chromatography (0-40% ethyl acetate in heptane) to give t... Starting materials: ClC1=NC2=C(C=CC=C2C=C1[C@H](C)N1C(C2=CC=CC=C2C1=O)=O)Cl ((S)-2-(1-(2,8-dichloroquinolin-3-yl)ethyl)isoindoline-1,3-dione), FC1=C(C=CC=C1)B(O)O (2-fluorobenzeneboronic acid), C(=O)(O)O (sodium carbonate anhydrous), C(C)#N.O (acetonitrile water). Reagents/catalysts: C=1C=CC(=CC1)[P](C=2C=CC=CC2)(C=3C=CC=CC3)[Pd]([P](C=4C=CC=CC4)(C=5C=CC=CC5)C=6C=CC=CC6)([P](C=7C=CC=CC7)(C=8C=CC=CC8)C=9C=CC=CC9)[P](C=1C=CC=CC1)(C=1C=CC=CC1)C=1C=CC=CC1 (tetrakis(triphenylphosphine)palladium). Conditions: temperature 85 celsius, time 28 hour. The product is ClC=1C=CC=C2C=C(C(=NC12)C1=C(C=CC=C1)F)[C@H](C)NC(=O)C1=C(C(=O)O)C=CC=C1 (2-(((S)-1-(8-chloro-2-(2-fluoro-phenyl)quinolin-3-yl)ethyl)carbamoyl)benzoic acid). As a reaction SMILES: Cl[C:2]1[C:11]([C@@H:12]([N:14]2[C:22](=[O:23])[C:21]3[C:16](=[CH:17][CH:18]=[CH:19][CH:20]=3)[C:15]2=[O:24])[CH3:13])=[CH:10][C:9]2[C:4](=[C:5]([Cl:25])[CH:6]=[CH:7][CH:8]=2)[N:3]=1.[F:26][C:27]1[CH:32]=[CH:31][CH:30]=[CH:29][C:28]=1B(O)O.C(O)(O)=[O:37].C(#N)C.O>C1C=CC([P]([Pd]([P](C2C=CC=CC=2)(C2C=CC=CC=2)C2C=CC=CC=2)([P](C2C=CC=CC=2)(C2C=CC=CC=2)C2C=CC=CC=2)[P](C2C=CC=CC=2)(C2C=CC=CC=2)C2C=CC=CC=2)(C2C=CC=CC=2)C2C=CC=CC=2)=CC=1>[Cl:25][C:5]1[CH:6]=[CH:7][CH:8]=[C:9]2[C:4]=1[N:3]=[C:2]([C:28]1[CH:29]=[CH:30][CH:31]=[CH:32][C:27]=1[F:26])[C:11]([C@@H:12]([NH:14][C:15]([C:16]1[CH:17]=[CH:18][CH:19]=[CH:20][C:21]=1[C:22]([OH:23])=[O:37])=[O:24])[CH3:13])=[CH:10]2 |f:3.4,^1:47,49,68,87|. Procedure: A mixture of (S)-2-(1-(2,8-dichloroquinolin-3-yl)ethyl)isoindoline-1,3-dione (0.5000 g, 1.347 mmol), 2-fluorobenzeneboronic acid (0.2073 g, 1.482 mmol), tetrakis(triphenylphosphine)palladium (0.07782 g, 0.06735 mmol), and sodium carbonate anhydrous (0.7138 g, 6.735 mmol) in acetonitrile-water (3:1) (12.00 mL, 1.346 mmol) was stirred at 85° C. After 28 h, the mixture was cooled to room temperature. The mixture was concentrated under reduced pressure to remove acetonitrile. The mixture was partiti... Reactants: OC1=NC=C(C(=N1)Cl)F (2-hydroxy-4-chloro-5-fluoropyrimidine), N (ammonia). Yields the product FC=1C(=NC(NC1)=O)N (5-fluoro-cytosine). RXN SMILES: [OH:1][C:2]1[N:7]=[C:6](Cl)[C:5]([F:9])=[CH:4][N:3]=1.[NH3:10]>>[F:9][C:5]1[C:6]([NH2:10])=[N:7][C:2](=[O:1])[NH:3][CH:4]=1. Procedure details: 5-fluorocytosine is prepared by reacting 2,5-difluoro-4-chloro-pyrimidine with a proton acid in the presence of water to yield 2-hydroxy-4-chloro-5-fluoropyrimidine and reacting the 2-hydroxy-4-chloro-5-fluoropyrimidine with ammonia to yield 5-fluoro-cytosine.